Dataset: the Open Reaction Database (ORD), a public repository of structured organic reaction records. Task: describe an organic reaction: reactants, conditions, products, and yield Reactants: CCOC(=O)c1cc(C(C)(C)C)nn1-c1ccc(C)cc1, C1CCOC1, [Li+], [OH-]. The product is Cc1ccc(-n2nc(C(C)(C)C)cc2C(=O)O)cc1. RXN SMILES: [CH2:1]([CH3:2])[O:3][C:4](=[O:5])[c:6]1[n:7](-[c:15]2[cH:16][cH:17][c:18]([CH3:21])[cH:19][cH:20]2)[n:8][c:9]([C:11]([CH3:12])([CH3:13])[CH3:14])[cH:10]1.[CH2:24]1[O:25][CH2:26][CH2:27][CH2:28]1.[Li+:23].[OH-:22]>>[O:3]=[C:4]([OH:5])[c:6]1[n:7](-[c:15]2[cH:16][cH:17][c:18]([CH3:21])[cH:19][cH:20]2)[n:8][c:9]([C:11]([CH3:12])([CH3:13])[CH3:14])[cH:10]1. Reactants: COC(=O)C(CN(c1ccc(Oc2ccc(C(F)(F)F)cc2)cc1)S(C)(=O)=O)OS(=O)(=O)C(F)(F)F, CNCCCCl, ClCCl. Product: COC(=O)C(CN(c1ccc(Oc2ccc(C(F)(F)F)cc2)cc1)S(C)(=O)=O)N(C)CCCCl. Reaction SMILES: [CH3:1][O:2][C:3](=[O:4])[CH:5]([CH2:6][N:7]([S:8](=[O:9])(=[O:10])[CH3:11])[c:12]1[cH:13][cH:14][c:15]([O:18][c:19]2[cH:20][cH:21][c:22]([C:25]([F:26])([F:27])[F:28])[cH:23][cH:24]2)[cH:16][cH:17]1)[O:29][S:30]([C:31]([F:32])([F:33])[F:34])(=[O:35])=[O:36].[CH3:37][NH:38][CH2:39][CH2:40][CH2:41][Cl:42].[Cl:43][CH2:44][Cl:45]>>[CH3:1][O:2][C:3](=[O:4])[CH:5]([CH2:6][N:7]([S:8](=[O:9])(=[O:10])[CH3:11])[c:12]1[cH:13][cH:14][c:15]([O:18][c:19]2[cH:20][cH:21][c:22]([C:25]([F:26])([F:27])[F:28])[cH:23][cH:24]2)[cH:16][cH:17]1)[N:38]([CH3:37])[CH2:39][CH2:40][CH2:41][Cl:42].